From a dataset of the Open Reaction Database (ORD), a public repository of structured organic reaction records. describe an organic reaction: reactants, conditions, products, and yield The reactants are O.Cl.N(N)C1=C2C=CC(NC2=CC=N1)=O (5-hydrazino-1,6-naphthyridin-2(1H)-one monohydrochloride monohydrate), C[O-].[Na+] (sodium methoxide). Solvent: CO (methanol). Reaction conditions: time 20 minute. The product is N(N)C1=C2C=CC(NC2=CC=N1)=O (5-hydrazino-1,6-naphthyridin-2(1H)-one). As a reaction SMILES: O.Cl.[NH:3]([C:5]1[N:14]=[CH:13][CH:12]=[C:11]2[C:6]=1[CH:7]=[CH:8][C:9](=[O:15])[NH:10]2)[NH2:4].C[O-].[Na+]>CO>[NH:3]([C:5]1[N:14]=[CH:13][CH:12]=[C:11]2[C:6]=1[CH:7]=[CH:8][C:9](=[O:15])[NH:10]2)[NH2:4] |f:0.1.2,3.4|. Procedure details: To a mixture containing 5-hydrazino-1,6-naphthyridin-2(1H)-one monohydrochloride monohydrate suspended in 100 ml of methanol was added 1.35 g of sodium methoxide and the mixture stirred at room temperature for 20 minutes and then stripped to dryness in vacuo to produce 5-hydrazino-1,6-naphthyridin-2(1H)-one in free base form. To the residue was added 6.15 g of 1,1,3,3-tetramethoxypropane and 25 ml of ethylene glycol; and, the resulting mixture was heated with stirring to about 170° C., allowing ...